This data is from the Open Reaction Database (ORD), a public repository of structured organic reaction records. The task is: describe an organic reaction: reactants, conditions, products, and yield Run in CO (methanol). Procedure: Ethyl 6-iodo-4-oxo-1-(piperidin-3-yl)-1,4-dihydroquinoline-3-carboxylate hydrochloride (Intermediate 132, 500 mg, 1.08 mmol) was suspended in methanol (15 mL) then 4-pyridinecarboxaldehyde (520 μl, 5.4 mmol) and sodium cyanoborohydride (612 mg, 9.7 mmol) were added. The reaction was stirred at 23° C. for 16 h. The volume of the reaction was reduced by half and water (25 mL) was added. The suspension was extracted with 2:1 ethyl acetate: tetrahydrofuran (3×, 10 mL). The organic phases were combin... Reaction SMILES: Cl.[I:2][C:3]1[CH:4]=[C:5]2[C:10](=[CH:11][CH:12]=1)[N:9]([CH:13]1[CH2:18][CH2:17][CH2:16][NH:15][CH2:14]1)[CH:8]=[C:7]([C:19]([O:21][CH2:22][CH3:23])=[O:20])[C:6]2=[O:24].[N:25]1[CH:30]=[CH:29][C:28]([CH:31]=O)=[CH:27][CH:26]=1.C([BH3-])#N.[Na+].O>CO>[I:2][C:3]1[CH:4]=[C:5]2[C:10](=[CH:11][CH:12]=1)[N:9]([CH:13]1[CH2:18][CH2:17][CH2:16][N:15]([CH2:31][C:28]3[CH:29]=[CH:30][N:25]=[CH:26][CH:27]=3)[CH2:14]1)[CH:8]=[C:7]([C:19]([O:21][CH2:22][CH3:23])=[O:20])[C:6]2=[O:24] |f:0.1,3.4|. Reactants: Cl.IC=1C=C2C(C(=CN(C2=CC1)C1CNCCC1)C(=O)OCC)=O (Ethyl 6-iodo-4-oxo-1-(piperidin-3-yl)-1,4-dihydroquinoline-3-carboxylate hydrochloride), O (water), Cl.IC=1C=C2C(C(=CN(C2=CC1)C1CNCCC1)C(=O)OCC)=O (Ethyl 6-iodo-4-oxo-1-(piperidin-3-yl)-1,4-dihydroquinoline-3-carboxylate hydrochloride), N1=CC=C(C=C1)C=O (4-pyridinecarboxaldehyde), C(#N)[BH3-].[Na+] (sodium cyanoborohydride). Conditions: temperature 23 celsius, time 16 hour. Yield: 82.3%. The product is IC=1C=C2C(C(=CN(C2=CC1)C1CN(CCC1)CC1=CC=NC=C1)C(=O)OCC)=O (ethyl 6-iodo-4-oxo-1-(1-(pyridin-4-ylmethyl)piperidin-3-yl)-1,4-dihydroquinoline-3-carboxylate).